This data is from the Open Reaction Database (ORD), a public repository of structured organic reaction records. The task is: describe an organic reaction: reactants, conditions, products, and yield Starting materials: C(C1=CC=CC=C1)=O (benzaldehyde), [OH-].[Na+] (sodium hydroxide), C(C)(=O)C1=CC=C(C=C1)CCCC(=O)OC (methyl 4-(4-acetylphenyl)butyrate), Cl (hydrochloric acid). Solvent: CO (methanol), O (water), O (water), CO (methanol). Conditions: time 3 hour. Product: C(C=CC1=CC=CC=C1)(=O)C1=CC=C(C=C1)CCCC(=O)O (4-(4-Cinnamoylphenyl)butyric Acid). Yield: 70.6%. Reaction SMILES: [OH-].[Na+].[C:3]([C:6]1[CH:11]=[CH:10][C:9]([CH2:12][CH2:13][CH2:14][C:15]([O:17]C)=[O:16])=[CH:8][CH:7]=1)(=[O:5])[CH3:4].[CH:19](=O)[C:20]1[CH:25]=[CH:24][CH:23]=[CH:22][CH:21]=1.Cl>O.CO>[C:3]([C:6]1[CH:7]=[CH:8][C:9]([CH2:12][CH2:13][CH2:14][C:15]([OH:17])=[O:16])=[CH:10][CH:11]=1)(=[O:5])[CH:4]=[CH:19][C:20]1[CH:25]=[CH:24][CH:23]=[CH:22][CH:21]=1 |f:0.1|. Procedure: To a solution of 0.40 g of sodium hydroxide in 6 ml of water, a solution of 1.00 g of methyl 4-(4-acetylphenyl)butyrate in 2 ml of methanol was added under ice-cooling. Then, a solution of 0.48 g of benzaldehyde in 2 ml of methanol was added dropwise and stirring was continued at room temperature for 3 hours. The reaction mixture was diluted with water and acidified with dilute hydrochloric acid. Precipitated crystals were collected by filtration, washed successively with water and n-hexane to y... The reactants are C1CC2=CC=CC=C2C(=O)C1 (α-tetralone), N1=CC=C(C=C1)C=O (4 -pyridinecarboxaldehyde), N1CCCCC1 (piperidine). Run in C(C)(=O)O (acetic acid). The product is N1=CC=C(C=C1)C=C1C(C2=CC=CC=C2C(C1)C)=O (2-(4-pyridylmethylene)-3,4-dihydro-4-methyl-1(2H)-napthalenone). RXN SMILES: [CH2:1]1[CH2:11][C:9](=[O:10])[C:8]2[C:3](=[CH:4][CH:5]=[CH:6][CH:7]=2)[CH2:2]1.[N:12]1[CH:17]=[CH:16][C:15]([CH:18]=O)=[CH:14][CH:13]=1.N1CCCC[CH2:21]1>C(O)(=O)C>[N:12]1[CH:17]=[CH:16][C:15]([CH:18]=[C:11]2[CH2:1][CH:2]([CH3:21])[C:3]3[C:8](=[CH:7][CH:6]=[CH:5][CH:4]=3)[C:9]2=[O:10])=[CH:14][CH:13]=1. Procedure details: A mixture of 80.0 grams (0.50 moles) of α-tetralone, 64.2 grams (0.60 moles) of 4 -pyridinecarboxaldehyde, 10 grams of piperidine and 10 grams of acetic acid are heated at 80° for 19 hours. The resultant solid is crystallized from about 400 ml. of ethanol to give 2-(4-pyridylmethylene)-3,4-dihydro-4-methyl-1(2H)-napthalenone.